Dataset: the Open Reaction Database (ORD), a public repository of structured organic reaction records. Task: describe an organic reaction: reactants, conditions, products, and yield The reactants are [Cl-], Nc1nccs1, Cc1nc2c(C(F)(F)F)cccc2c(O)c1C(=O)O. Product: Cc1nc2c(C(F)(F)F)cccc2c(O)c1C(=O)Nc1nccs1. Reaction SMILES: [Cl-:1].[NH2:21][c:22]1[s:23][cH:24][cH:25][n:26]1.[OH:2][c:3]1[c:4]([C:18](=[O:19])[OH:20])[c:5]([CH3:17])[n:6][c:7]2[c:8]([C:13]([F:14])([F:15])[F:16])[cH:9][cH:10][cH:11][c:12]12>>[OH:2][c:3]1[c:4]([C:18](=[O:20])[NH:21][c:22]2[s:23][cH:24][cH:25][n:26]2)[c:5]([CH3:17])[n:6][c:7]2[c:8]([C:13]([F:14])([F:15])[F:16])[cH:9][cH:10][cH:11][c:12]12. Reactants: C(C1=CC=CC=C1)N1[C@H](CC[C@H]1C(=O)O)C(=O)O (cis-1-benzyl-2,5-pyrrolidinedicarboxylic acid), C1(CCCCC1)N=C=NC1CCCCC1 (dicyclohexylcarbodiimide). Solvent: C1CCOC1 (THF). Yields the product C(C1=CC=CC=C1)N1C2C(OC(C1CC2)=O)=O (8-Benzyl-3-oxa-8-azabicyclo[3.2.1]octan-2,4-dione). As a reaction SMILES: [CH2:1]([N:8]1[C@H:12]([C:13]([OH:15])=O)[CH2:11][CH2:10][C@@H:9]1[C:16]([OH:18])=[O:17])[C:2]1[CH:7]=[CH:6][CH:5]=[CH:4][CH:3]=1.C1(N=C=NC2CCCCC2)CCCCC1>C1COCC1>[CH2:1]([N:8]1[CH:9]2[CH2:10][CH2:11][CH:12]1[C:13](=[O:15])[O:18][C:16]2=[O:17])[C:2]1[CH:3]=[CH:4][CH:5]=[CH:6][CH:7]=1. Procedure details: A solution of cis-1-benzyl-2,5-pyrrolidinedicarboxylic acid (60 g, 0.24 mol; from Preparation A, step (c) above) and dicyclohexylcarbodiimide (49.7 g, 0.24 mol) in THF (1.2 L) was heated at reflux for 18 hours. The reaction was cooled and filtered to remove the urea by-product. The filtrate was concentrated in vacuo to afford a dark brown viscous oil which was used in the next step without further purification. Starting materials: Cl.COC(C(CN)O)=O ((RS)-3-amino-2-hydroxypropionic acid methyl ester hydrochloride), ClC=1C=C2C=C(NC2=CC1)C(=O)O (5-chloro-1H-indole-2-carboxylic acid), ( 60/40 ). The product is ClC=1C=C2C=C(NC2=CC1)C(=O)NCC(C(=O)O)O (3-[(5-Chloro-1H-indole-2-carbonyl)-amino]-(2RS)-hydroxy-propionic acid). RXN SMILES: Cl.C[O:3][C:4](=[O:9])[CH:5]([OH:8])[CH2:6][NH2:7].[Cl:10][C:11]1[CH:12]=[C:13]2[C:17](=[CH:18][CH:19]=1)[NH:16][C:15]([C:20](O)=[O:21])=[CH:14]2>>[Cl:10][C:11]1[CH:12]=[C:13]2[C:17](=[CH:18][CH:19]=1)[NH:16][C:15]([C:20]([NH:7][CH2:6][CH:5]([OH:8])[C:4]([OH:3])=[O:9])=[O:21])=[CH:14]2 |f:0.1|. Procedure: (RS)-3-amino-2-hydroxypropionic acid methyl ester hydrochloride (6.6 mmol) and 5-chloro-1H-indole-2-carboxylic acid (6.6 mmol) were coupled according to Procedure A (except that acid, then base extraction was performed, and during the first acid wash a precipitate appeared so the mixture was filtered and the filtrate carried on in the usual manner of Procedure A). The crude product (920 mg) was dissolved in methanol and treated with 1N NaOH (6.6 mL) for 2 hours at 25° C. 1N NaOH was added (6.6 m... Reactants: C(C1=CC=CC=C1)OCC(NC1=C2N=CNC2=NC=N1)C1=NC2=CC=CC(=C2C(N1C1=CC=CC=C1)=O)C (2-[2-benzyloxy-1-(9H-purin-6-ylamino)-ethyl]-5-methyl-3-phenyl-3H-quinazolin-4-one), C(=O)([O-])[O-].[Na+].[Na+] (Na2CO3). The reagents and catalysts are [OH-].[OH-].[Pd+2] (Pd(OH)2). The solvent is C(C)O (ethanol). Run at time 14 day. Yields the product OCC(NC1=C2N=CNC2=NC=N1)C1=NC2=CC=CC(=C2C(N1C1=CC=CC=C1)=O)C (2-[2-hydroxy-1-(9H-purin-6-ylamino)-ethyl]-5-methyl-3-phenyl-3H-quinazolin-4-one). As a reaction SMILES: C([O:8][CH2:9][CH:10]([C:21]1[N:30]([C:31]2[CH:36]=[CH:35][CH:34]=[CH:33][CH:32]=2)[C:29](=[O:37])[C:28]2[C:23](=[CH:24][CH:25]=[CH:26][C:27]=2[CH3:38])[N:22]=1)[NH:11][C:12]1[N:20]=[CH:19][N:18]=[C:17]2[C:13]=1[N:14]=[CH:15][NH:16]2)C1C=CC=CC=1.C([O-])([O-])=O.[Na+].[Na+]>C(O)C.[OH-].[OH-].[Pd+2]>[OH:8][CH2:9][CH:10]([C:21]1[N:30]([C:31]2[CH:32]=[CH:33][CH:34]=[CH:35][CH:36]=2)[C:29](=[O:37])[C:28]2[C:23](=[CH:24][CH:25]=[CH:26][C:27]=2[CH3:38])[N:22]=1)[NH:11][C:12]1[N:20]=[CH:19][N:18]=[C:17]2[C:13]=1[N:14]=[CH:15][NH:16]2 |f:1.2.3,5.6.7|. Reported procedure: A suspension of compound 28 (60 mg, 0.097 mmol), Pd(OH)2 (cat.), and aqueous Na2CO3 (0.5 mL) in ethanol (2.5 mL) was hydrogenated at 45 psi for 14 days. The mixture was filtered to removed solvents, and the resulting filtrate was purified by HPLC to provide the product 41 as a white solid. MS (ES): m/z 414 (M+H), 396, 261. Compound 41 is shown below. The reactants are BrCc1cccc(Br)c1CBr, CC#N, NCc1ccccc1. Product: Brc1cccc2c1CN(Cc1ccccc1)C2. RXN SMILES: [Br:1][c:2]1[c:3]([CH2:10][Br:11])[c:4]([CH2:8][Br:9])[cH:5][cH:6][cH:7]1.[CH3:20][C:21]#[N:22].[NH2:12][CH2:13][c:14]1[cH:15][cH:16][cH:17][cH:18][cH:19]1>>[Br:1][c:2]1[c:3]2[c:4]([cH:5][cH:6][cH:7]1)[CH2:8][N:12]([CH2:13][c:14]1[cH:15][cH:16][cH:17][cH:18][cH:19]1)[CH2:10]2. Reactants: BrC=1C=CC=2C(=C(ON2)C2=CC=CC=C2)C1 (5-Bromo-3-phenyl-2,1-benzisoxazole), C(C)(=O)O (Acetic acid). The reagents and catalysts are [Zn] (zinc). Solvent: O (water). Reaction conditions: temperature 80 celsius. The product is NC1=C(C(=O)C2=CC=CC=C2)C=C(C=C1)Br (2-Amino-5-bromobenzophenone). The yield is 94.0%. As a reaction SMILES: [Br:1][C:2]1[CH:3]=[CH:4][C:5]2[C:6]([CH:16]=1)=[C:7]([C:10]1[CH:15]=[CH:14][CH:13]=[CH:12][CH:11]=1)[O:8][N:9]=2.C(O)(=O)C>[Zn].O>[NH2:9][C:5]1[CH:4]=[CH:3][C:2]([Br:1])=[CH:16][C:6]=1[C:7]([C:10]1[CH:11]=[CH:12][CH:13]=[CH:14][CH:15]=1)=[O:8]. Procedure details: 5-Bromo-3-phenyl-2,1-benzisoxazole (7.5 g, 28.6 mmol), water (14.6 ml), and zinc dust (9.3 g, 143 mmol) were combined. Acetic acid (8.6 ml, 143 mmol) was added and the mixture was stirred and heated at 80° C. for 90 minutes. After cooling to room temperature, both the liquid and solid portion of the reaction were extracted with methylene chloride. The combined methylene chloride solutions was washed once with sodium hydroxide solution (10%) and several times with water. Drying (sodium sulfate) a... Reaction SMILES: [Cl-:45].[ClH:46].[NH2:3][C:4]1([C:14](=[O:15])[OH:16])[CH:5]2[CH2:6][CH:7]3[CH2:8][CH:9]([CH2:10][CH:11]1[CH2:12]3)[CH2:13]2.[Na+:2].[O:48]1[CH2:49][CH2:50][CH2:51][CH2:52]1.[OH-:1].[OH2:47].[c:17]1(-[n:27]2[n:28][c:29]([C:42](=[O:43])[Cl:44])[cH:30][c:31]2-[c:32]2[c:33]([O:40][CH3:41])[cH:34][cH:35][cH:36][c:37]2[O:38][CH3:39])[cH:18][cH:19][cH:20][c:21]2[cH:22][cH:23][cH:24][cH:25][c:26]12>>[NH:3]([C:4]1([C:14](=[O:15])[OH:16])[CH:5]2[CH2:6][CH:7]3[CH2:8][CH:9]([CH2:10][CH:11]1[CH2:12]3)[CH2:13]2)[C:42]([c:29]1[n:28][n:27](-[c:17]2[cH:18][cH:19][cH:20][c:21]3[cH:22][cH:23][cH:24][cH:25][c:26]23)[c:31](-[c:32]2[c:33]([O:40][CH3:41])[cH:34][cH:35][cH:36][c:37]2[O:38][CH3:39])[cH:30]1)=[O:43]. Reactants: [Cl-], Cl, NC1(C(=O)O)C2CC3CC(C2)CC1C3, [Na+], C1CCOC1, [OH-], O, COc1cccc(OC)c1-c1cc(C(=O)Cl)nn1-c1cccc2ccccc12. The product is COc1cccc(OC)c1-c1cc(C(=O)NC2(C(=O)O)C3CC4CC(C3)CC2C4)nn1-c1cccc2ccccc12.